describe an organic reaction: reactants, conditions, products, and yield From a dataset of the Open Reaction Database (ORD), a public repository of structured organic reaction records. Starting materials: ICC(CC(=O)OCC)C (ethyl 4-iodo-3-methylbutyrate), C(C1=CC=CC=C1)NCC1=CC=CC=C1 (dibenzylamine), C([O-])([O-])=O.[K+].[K+] (potassium carbonate). Run in C(C)O (ethanol). Conditions: time 48 hour. Yields the product C(C1=CC=CC=C1)N(CC(CC(=O)OCC)C)CC1=CC=CC=C1 (4-Dibenzylamino-3-methylbutyric acid, ethyl ester). As a reaction SMILES: I[CH2:2][CH:3]([CH3:10])[CH2:4][C:5]([O:7][CH2:8][CH3:9])=[O:6].[CH2:11]([NH:18][CH2:19][C:20]1[CH:25]=[CH:24][CH:23]=[CH:22][CH:21]=1)[C:12]1[CH:17]=[CH:16][CH:15]=[CH:14][CH:13]=1.C(=O)([O-])[O-].[K+].[K+]>C(O)C>[CH2:19]([N:18]([CH2:11][C:12]1[CH:17]=[CH:16][CH:15]=[CH:14][CH:13]=1)[CH2:2][CH:3]([CH3:10])[CH2:4][C:5]([O:7][CH2:8][CH3:9])=[O:6])[C:20]1[CH:25]=[CH:24][CH:23]=[CH:22][CH:21]=1 |f:2.3.4|. Reported procedure: Mix ethyl 4-iodo-3-methylbutyrate (4.61 g, 0.18 mol), dibenzylamine (35.5 g, 0.18 mol), potassium carbonate (24.9 g, 0.18 mol) and ethanol (114 mL dried over 4A molecular sieves). Reflux for 24 hours then stir at room temperature for 48 hours. Add methylene chloride (100 mL) and filter. Evaporate the filtrate to a residue and purify by silica gel chromatography to give the title compound. Starting materials: CC=1C=C(C(=O)C2=CNC3=CC=CC=C3C2=O)C=CC1C (3-(3,4-dimethyl-benzoyl)-1H-quinolin-4-one), white solid, [H-].[Na+] (sodium hydride), BrC1=NC(=CC=C1)C(C)Br (2-bromo-6-(1-bromo-ethyl)-pyridine). Run in CN(C=O)C (N,N-dimethylformamide). Product: BrC1=CC=CC(=N1)C(C)N1C=C(C(C2=CC=CC=C12)=O)C(C1=CC(=C(C=C1)C)C)=O (1-[1-(6-Bromo-pyridin-2-yl)-ethyl]-3-(3,4-dimethyl-benzoyl)-1H-quinolin-4-one). Reaction SMILES: [CH3:1][C:2]1[CH:3]=[C:4]([CH:18]=[CH:19][C:20]=1[CH3:21])[C:5]([C:7]1[C:16](=[O:17])[C:15]2[C:10](=[CH:11][CH:12]=[CH:13][CH:14]=2)[NH:9][CH:8]=1)=[O:6].[H-].[Na+].[Br:24][C:25]1[CH:30]=[CH:29][CH:28]=[C:27]([CH:31](Br)[CH3:32])[N:26]=1>CN(C)C=O>[Br:24][C:25]1[N:26]=[C:27]([CH:31]([N:9]2[C:10]3[C:15](=[CH:14][CH:13]=[CH:12][CH:11]=3)[C:16](=[O:17])[C:7]([C:5](=[O:6])[C:4]3[CH:18]=[CH:19][C:20]([CH3:21])=[C:2]([CH3:1])[CH:3]=3)=[CH:8]2)[CH3:32])[CH:28]=[CH:29][CH:30]=1 |f:1.2|. Procedure details: Experimental conditions analogous to those described for Step 3 of Example 1, from 52 mg (0.19 mmol) of 3-(3,4-dimethyl-benzoyl)-1H-quinolin-4-one, 9 mg (0.23 mmol) of 60% sodium hydride, 60 mg (0.23 mmol) of 2-bromo-6-(1-bromo-ethyl)-pyridine and 0.7 mL of N,N-dimethylformamide. Yield: 32 mg of a white solid: LC-MSD, m/z for C25H21BrN2O2 [M+H]+=461.0, 463.0; HPLC retention time: 2.6 min. The product is C(C)N1C(NC=2C(C1=O)=[N+](ON2)[O-])=O (6-ethyl-[1,2,5]oxadiazolo[3,4-d]pyrimidine-5,7(4H,6H)-dione-1-oxide). Reported procedure: 20.0 g of 6-ethyl-8-nitrotetrazolo[1,5-c]pyrimidine-5,7(1H,6H)-dione are heated at 120° C. for 7 hours with 200 ml of glacial acetic acid in 2000 ml of xylene. A small undissolved portion is filtered off, the filtrate is concentrated in vacuo and the oily residue is made to crystallise by trituration with methylene chloride. 13.5 g (77%) of 6-ethyl-[1,2,5]oxadiazolo[3,4-d]pyrimidine-5,7(4H,6H)-dione-1-oxide are obtained. Reaction SMILES: [CH2:1]([N:3]1[C:8](=[O:9])[C:7]([N+:10]([O-:12])=[O:11])=[C:6]2[NH:13]N=N[N:5]2[C:4]1=[O:16])[CH3:2].C(O)(=O)C>C1(C)C(C)=CC=CC=1>[CH2:1]([N:3]1[C:8](=[O:9])[C:7]2=[N+:10]([O-:12])[O:11][N:13]=[C:6]2[NH:5][C:4]1=[O:16])[CH3:2]. Isolated yield 77.0%. Solvent: C=1(C(=CC=CC1)C)C (xylene). The reactants are C(C)N1C(N2C(=C(C1=O)[N+](=O)[O-])NN=N2)=O (6-ethyl-8-nitrotetrazolo[1,5-c]pyrimidine-5,7(1H,6H)-dione), C(C)(=O)O (acetic acid). Reactants: 22, O1CC1 (oxirane), 37.6, CC=1C=CC2=C(N(C(N2)=O)C(=C)C)C1 (1,3-dihydro-6-methyl-1-(1-methylethenyl)-2H-benzimidazol-2-one), C[O-].[Na+] (sodium methoxide). The solvent is C(C)O (ethanol), C(C)O (ethanol). Conditions: time 3 hour. The product is 46, OCCN1C(N(C2=C1C=CC(=C2)C)C(=C)C)=O (1,3-dihydro-1-(2-hydroxyethyl)-5-methyl-3-(1-methylethenyl)-2H-benzimidazol-2-one). Yield: 100.0%. Reaction SMILES: [CH3:1][C:2]1[CH:3]=[CH:4][C:5]2[NH:9][C:8](=[O:10])[N:7]([C:11]([CH3:13])=[CH2:12])[C:6]=2[CH:14]=1.C[O-].[Na+].[O:18]1[CH2:20][CH2:19]1>C(O)C>[OH:18][CH2:19][CH2:20][N:9]1[C:5]2[CH:4]=[CH:3][C:2]([CH3:1])=[CH:14][C:6]=2[N:7]([C:11]([CH3:13])=[CH2:12])[C:8]1=[O:10] |f:1.2|. Procedure: To a stirred mixture of 37.6 parts of 1,3-dihydro-6-methyl-1-(1-methylethenyl)-2H-benzimidazol-2-one, 2 parts of sodium methoxide solution 30% and 320 parts of absolute ethanol is added a solution of 22 parts of oxirane in 40 parts of absolute ethanol. Stirring is continued first overnight at room temperature and further for 3 hours at reflux. The ethanol is evaporated, yielding 46 parts (100%) of 1,3-dihydro-1-(2-hydroxyethyl)-5-methyl-3-(1-methylethenyl)-2H-benzimidazol-2-one as an oily residu...